Dataset: the Open Reaction Database (ORD), a public repository of structured organic reaction records. Task: describe an organic reaction: reactants, conditions, products, and yield Reactants: N1=CC=CC=C1 (pyridine), CC1(OC[C@H](O1)CO)C ((R)-Glycerol acetonide), ClC(=O)OCCl (chloromethyl chloroformate). The solvent is CCOCC (ether), CCOCC (ether). Conditions: time 20 hour. Yields the product C(OCCl)(OC[C@H]1OC(OC1)(C)C)=O (chloromethyl [(4S)-2,2-dimethyl-1,3-dioxolan-4-yl]methyl carbonate). The yield is 100.0%. As a reaction SMILES: [CH3:1][C:2]1([CH3:9])[O:6][C@H:5]([CH2:7][OH:8])[CH2:4][O:3]1.N1C=CC=CC=1.Cl[C:17]([O:19][CH2:20][Cl:21])=[O:18]>CCOCC>[C:17](=[O:18])([O:8][CH2:7][C@@H:5]1[CH2:4][O:3][C:2]([CH3:9])([CH3:1])[O:6]1)[O:19][CH2:20][Cl:21]. Reported procedure: (R)-Glycerol acetonide (10 g) was dissolved in anhydrous ether (200 ml) and, after adding pyridine (6.6 g) at −10° C., a solution of chloromethyl chloroformate (10.7 g) in anhydrous ether (20 ml) was added dropwise over the period of 10 minutes. After the reaction mixture was stirred at room temperature for 20 hours, the deposited pyridine hydrochloride was removed by filtration. The filtrate was washed with a saturated sodium chloride aqueous solution (200 ml×2), and then dried over anhydrous m... Reactants: O=C([O-])O, CN(C)C=O, [Cl-], CC(C)c1ncc(CCl)[nH]1, Cl, [Na+], [Na+], N#C[Na], O. Product: CC(C)c1ncc(CC#N)[nH]1. As a reaction SMILES: [C:15](=[O:16])([OH:17])[O-:18].[CH3:22][N:23]([CH3:24])[CH:25]=[O:26].[Cl-:21].[Cl:2][CH2:3][c:4]1[cH:5][n:6][c:7]([CH:9]([CH3:10])[CH3:11])[nH:8]1.[ClH:1].[Na+:19].[Na+:20].[Na:12][C:13]#[N:14].[OH2:27]>>[CH2:3]([c:4]1[cH:5][n:6][c:7]([CH:9]([CH3:10])[CH3:11])[nH:8]1)[C:13]#[N:14].